From a dataset of the Open Reaction Database (ORD), a public repository of structured organic reaction records. describe an organic reaction: reactants, conditions, products, and yield The reactants are CSC=1C2=C(N=C(N1)NC1=CC=C(C=C1)N1CCN(CC1)C(C)=O)NC=C2 (1-(4-(4-(4-(methylthio)-7H-pyrrolo[2,3-d]pyrimidin-2-ylamino)phenyl)piperazin-1-yl)ethanone), C1=CC(=CC(=C1)Cl)C(=O)OO (mCPBA). Run in C(Cl)Cl (CH2Cl2). Conditions: time 1 hour. Yields the product CS(=O)C=1C2=C(N=C(N1)NC1=CC=C(C=C1)N1CCN(CC1)C(C)=O)NC=C2 (1-(4-(4-(4-(methylsulfinyl)-7H-pyrrolo[2,3-d]pyrimidin-2-ylamino)phenyl)piperazin-1-yl)ethanone). Yield: 28.9%. Reaction SMILES: [CH3:1][S:2][C:3]1[C:4]2[CH:27]=[CH:26][NH:25][C:5]=2[N:6]=[C:7]([NH:9][C:10]2[CH:15]=[CH:14][C:13]([N:16]3[CH2:21][CH2:20][N:19]([C:22](=[O:24])[CH3:23])[CH2:18][CH2:17]3)=[CH:12][CH:11]=2)[N:8]=1.C1C=C(Cl)C=C(C(OO)=[O:36])C=1>C(Cl)Cl>[CH3:1][S:2]([C:3]1[C:4]2[CH:27]=[CH:26][NH:25][C:5]=2[N:6]=[C:7]([NH:9][C:10]2[CH:11]=[CH:12][C:13]([N:16]3[CH2:21][CH2:20][N:19]([C:22](=[O:24])[CH3:23])[CH2:18][CH2:17]3)=[CH:14][CH:15]=2)[N:8]=1)=[O:36]. Reported procedure: To a solution of 1-(4-(4-(4-(methylthio)-7H-pyrrolo[2,3-d]pyrimidin-2-ylamino)phenyl)piperazin-1-yl)ethanone (451 mg, 1.18 mmol) in CH2Cl2 (12 mL), mCPBA (320 mg, 65%, 1.20 mmol) was added. The mixture was stirred at room temperature for 1 h. It was then concentrated in vacuo, the residue was purified by HPLC to give 1-(4-(4-(4-(methylsulfinyl)-7H-pyrrolo[2,3-d]pyrimidin-2-ylamino)phenyl)piperazin-1-yl)ethanone as a solid (136 mg). The reactants are NC1=C2C(=NC=N1)N(N=C2C2=CC(=CC(=C2)OC)F)C(C)C=2OC1=CC=CC=C1C(C2C2=CC(=CC=C2)F)=O (2-(1-(4-amino-3-(3-fluoro-5-methoxyphenyl)-1H-pyrazolo[3,4-d]pyrimidin-1-yl)ethyl)-3-(3-fluorophenyl)-4H-chromen-4-one). Run in ClCCl (dichloromethane), B(Br)(Br)Br (BBr3), ClCCl (dichloromethane). Run at time 12 hour. The product is NC1=C2C(=NC=N1)N(N=C2C2=CC(=CC(=C2)O)F)C(C)C=2OC1=CC=CC=C1C(C2C2=CC(=CC=C2)F)=O (2-(1-(4-amino-3-(3-fluoro-5-hydroxyphenyl)-1H-pyrazolo[3,4-d]pyrimidin-1-yl)ethyl)-3-(3-fluorophenyl)-4H-chromen-4-one). Isolated yield 51.5%. RXN SMILES: [NH2:1][C:2]1[N:7]=[CH:6][N:5]=[C:4]2[N:8]([CH:20]([C:22]3[O:23][C:24]4[C:29]([C:30](=[O:39])[C:31]=3[C:32]3[CH:37]=[CH:36][CH:35]=[C:34]([F:38])[CH:33]=3)=[CH:28][CH:27]=[CH:26][CH:25]=4)[CH3:21])[N:9]=[C:10]([C:11]3[CH:16]=[C:15]([O:17]C)[CH:14]=[C:13]([F:19])[CH:12]=3)[C:3]=12>ClCCl.B(Br)(Br)Br>[NH2:1][C:2]1[N:7]=[CH:6][N:5]=[C:4]2[N:8]([CH:20]([C:22]3[O:23][C:24]4[C:29]([C:30](=[O:39])[C:31]=3[C:32]3[CH:37]=[CH:36][CH:35]=[C:34]([F:38])[CH:33]=3)=[CH:28][CH:27]=[CH:26][CH:25]=4)[CH3:21])[N:9]=[C:10]([C:11]3[CH:16]=[C:15]([OH:17])[CH:14]=[C:13]([F:19])[CH:12]=3)[C:3]=12. Reported procedure: To a solution of Example 76 (0.160 g, 0.304 mmoles) in dichloromethane (25 ml), BBr3 (1M in dichloromethane, 1.6 ml) was added at 0° C. and the reaction mixture was warmed to RT and then stirred for 12 h. The reaction mixture was quenched with 1.5N HCl solution and extracted with dichloromethane. The organic layer was dried over sodium sulphate and concentrated. The crude product was purified by column chromatography with methanol: dichloromethane to afford the title compound as off-white solid ... Reactants: C(C)(C)(C)N1CC(CC1=O)NC(=O)NC1=C(C=C(C=C1)OC1=CC(=NC=C1)C=1C=NN(C1)C)F (1-(1-tert-butyl-5-oxopyrrolidin-3-yl)-3-(2-fluoro-4-(2-(1-methyl-1H-pyrazol-4-yl)pyridin-4-yloxy)phenyl)urea), [H-].[H-].[H-].[H-].[Li+].[Al+3].C1CCOC1 (LAH THF). The solvent is C1CCOC1 (THF). Run at time 8 hour. Yields the product C(C)(C)(C)N1CC(CC1)NC(=O)NC1=C(C=C(C=C1)OC1=CC(=NC=C1)C=1C=NN(C1)C)F (1-(1-tert-butylpyrrolidin-3-yl)-3-(2-fluoro-4-(2-(1-methyl-1H-pyrazol-4-yl)pyridin-4-yloxy)phenyl)urea). Isolated yield 49.7%. As a reaction SMILES: [C:1]([N:5]1[C:9](=O)[CH2:8][CH:7]([NH:11][C:12]([NH:14][C:15]2[CH:20]=[CH:19][C:18]([O:21][C:22]3[CH:27]=[CH:26][N:25]=[C:24]([C:28]4[CH:29]=[N:30][N:31]([CH3:33])[CH:32]=4)[CH:23]=3)=[CH:17][C:16]=2[F:34])=[O:13])[CH2:6]1)([CH3:4])([CH3:3])[CH3:2].[H-].[H-].[H-].[H-].[Li+].[Al+3].C1COCC1>C1COCC1>[C:1]([N:5]1[CH2:9][CH2:8][CH:7]([NH:11][C:12]([NH:14][C:15]2[CH:20]=[CH:19][C:18]([O:21][C:22]3[CH:27]=[CH:26][N:25]=[C:24]([C:28]4[CH:29]=[N:30][N:31]([CH3:33])[CH:32]=4)[CH:23]=3)=[CH:17][C:16]=2[F:34])=[O:13])[CH2:6]1)([CH3:4])([CH3:3])[CH3:2] |f:1.2.3.4.5.6.7|. Reported procedure: To a stirring solution of 1-(1-tert-butyl-5-oxopyrrolidin-3-yl)-3-(2-fluoro-4-(2-(1-methyl-1H-pyrazol-4-yl)pyridin-4-yloxy)phenyl)urea from Example 35 (95 mg, 0.20 mmol) in dry THF (3 ml) at RT was added 1.0 M LAH/THF (0.81 ml, 0.82 mmol). The resulting mixture was stirred overnight at RT. It was carefully quenched by the sequential addition of H2O (0.1 ml), 3M NaOH (0.1 ml) and H2O (0.3 ml) and then EtOAc was added. The mixture was stirred at RT for 4 hours. The solution was filtered through a ...